Dataset: the Open Reaction Database (ORD), a public repository of structured organic reaction records. Task: describe an organic reaction: reactants, conditions, products, and yield Starting materials: BrCCCC(=O)O (4-bromobutyric acid), [CH-]1C=CC=C1.[CH-]1C=CC=C1.[Fe+2] (ferrocene), P(=O)(O)(O)OP(=O)(O)O (pyrophosphoric acid), polyphosphoric acid, C(CCC)OCCCC (di n-butylether), [OH-].[Na+] (sodium hydroxide). Run in O (water). Yields the product BrCCCC(=O)[C-]1C=CC=C1.[CH-]1C=CC=C1.[Fe+2] (3-bromopropylferrocenyl ketone). Isolated yield 82.1%. Reaction SMILES: [Br:1][CH2:2][CH2:3][CH2:4][C:5]([OH:7])=O.[CH-:8]1[CH:12]=[CH:11][CH:10]=[CH:9]1.[CH-:13]1[CH:17]=[CH:16][CH:15]=[CH:14]1.[Fe+2:18].P(OP(O)(O)=O)(O)(O)=O.C(OCCCC)CCC.[OH-].[Na+]>O>[Br:1][CH2:2][CH2:3][CH2:4][C:5]([C-:8]1[CH:12]=[CH:11][CH:10]=[CH:9]1)=[O:7].[CH-:13]1[CH:17]=[CH:16][CH:15]=[CH:14]1.[Fe+2:18] |f:1.2.3,6.7,9.10.11|. Procedure: 6.68 g of 4-bromobutyric acid, 1.86 g of ferrocene, 20 g of pyrophosphoric acid, 20 g of polyphosphoric acid, and 20 ml of di n-butylether were added and stirred while heating at 50° to 60° C. for 3 hours, then poured into water, made to be basic with sodium hydroxide, extracted with methylene chloride, and dried. The unreacted-ferrocene was removed with column chromatography, to obtain 2.75 g of 3-bromopropylferrocenyl ketone presented by the formula (D), in a yield of 82.0%. The proton nuclear... Reactants: BrBr (bromine), [S-]C#N.[K+] (Potassium thiocyanate), [S-]C#N.[K+] (potassium thiocyanate), BrBr (bromine), NC1=CC(=C(OC=2C=C(C=CC2)NC(C2=CC(=CC=C2)C(C)(C)C#N)=O)C=C1)C#N (N-[3-(4-Amino-2-cyanophenoxy)phenyl]-3-(1-cyano-1-methylethyl)benzamide). Run in C(C)(=O)O (acetic acid), C(C)(=O)O (acetic acid), C(C)(=O)O (acetic acid). Reaction conditions: time 10 minute. The product is NC=1SC2=C(N1)C=CC(=C2C#N)OC=2C=C(C=CC2)NC(C2=CC(=CC=C2)C(C)(C)C#N)=O (N-{3-[(2-amino-7-cyano-1,3-benzothiazol-6-yl)oxy]phenyl}-3-(1-cyano-1-methylethyl)benzamide). The yield is 80.5%. Reaction SMILES: [S-:1][C:2]#[N:3].[K+].[NH2:5][C:6]1[CH:32]=[CH:31][C:9]([O:10][C:11]2[CH:12]=[C:13]([NH:17][C:18](=[O:30])[C:19]3[CH:24]=[CH:23][CH:22]=[C:21]([C:25]([C:28]#[N:29])([CH3:27])[CH3:26])[CH:20]=3)[CH:14]=[CH:15][CH:16]=2)=[C:8]([C:33]#[N:34])[CH:7]=1.BrBr>C(O)(=O)C>[NH2:3][C:2]1[S:1][C:7]2[C:8]([C:33]#[N:34])=[C:9]([O:10][C:11]3[CH:12]=[C:13]([NH:17][C:18](=[O:30])[C:19]4[CH:24]=[CH:23][CH:22]=[C:21]([C:25]([C:28]#[N:29])([CH3:27])[CH3:26])[CH:20]=4)[CH:14]=[CH:15][CH:16]=3)[CH:31]=[CH:32][C:6]=2[N:5]=1 |f:0.1|. Reported procedure: Potassium thiocyanate (1.84 g, 18.9 mmol) was suspended in acetic acid (20 mL), and the mixture was stirred at room temperature for 10 min. N-[3-(4-Amino-2-cyanophenoxy)phenyl]-3-(1-cyano-1-methylethyl)benzamide (1.5 g, 3.78 mmol) was added to the obtained solution, and the mixture was further stirred at room temperature for 10 min. A solution of bromine (635 mg, 3.97 mmol) in acetic acid (10 mL) was added dropwise to the obtained solution over 15 min. After the completion of the dropwise additi... Reactants: CC(=O)O, CCOC(C)=O, Cc1cnc(C(=O)c2cc([N+](=O)[O-])ccc2Cl)c(NS(=O)(=O)c2ccc(Cl)c(C(F)(F)F)c2)c1. Product: Cc1cnc(C(=O)c2cc(N)ccc2Cl)c(NS(=O)(=O)c2ccc(Cl)c(C(F)(F)F)c2)c1. RXN SMILES: [C:35]([OH:36])(=[O:37])[CH3:38].[CH3:39][CH2:40][O:41][C:42]([CH3:43])=[O:44].[Cl:1][c:2]1[c:3]([C:31]([F:32])([F:33])[F:34])[cH:4][c:5]([S:8](=[O:9])(=[O:10])[NH:11][c:12]2[c:13]([C:19]([c:20]3[c:21]([Cl:29])[cH:22][cH:23][c:24]([N+:26]([O-:27])=[O:28])[cH:25]3)=[O:30])[n:14][cH:15][c:16]([CH3:18])[cH:17]2)[cH:6][cH:7]1>>[Cl:1][c:2]1[c:3]([C:31]([F:32])([F:33])[F:34])[cH:4][c:5]([S:8](=[O:9])(=[O:10])[NH:11][c:12]2[c:13]([C:19]([c:20]3[c:21]([Cl:29])[cH:22][cH:23][c:24]([NH2:26])[cH:25]3)=[O:30])[n:14][cH:15][c:16]([CH3:18])[cH:17]2)[cH:6][cH:7]1.